From a dataset of the Open Reaction Database (ORD), a public repository of structured organic reaction records. describe an organic reaction: reactants, conditions, products, and yield The reactants are O=C([O-])[O-], CC(=O)c1ccc(NS(C)(=O)=O)cc1, CI, [K+], [K+], CN(C)C=O. The product is CC(=O)c1ccc(N(C)S(C)(=O)=O)cc1. Reaction SMILES: [C:15](=[O:16])([O-:17])[O-:18].[C:1]([CH3:2])(=[O:3])[c:4]1[cH:5][cH:6][c:7]([NH:10][S:11](=[O:12])(=[O:13])[CH3:14])[cH:8][cH:9]1.[CH3:21][I:22].[K+:19].[K+:20].[O:23]=[CH:24][N:25]([CH3:26])[CH3:27]>>[C:1]([CH3:2])(=[O:3])[c:4]1[cH:5][cH:6][c:7]([N:10]([S:11](=[O:12])(=[O:13])[CH3:14])[CH3:15])[cH:8][cH:9]1. The reactants are NCC1=NOC(=N1)C=1N=CN2C1CN(C(C1=C2C=CC(=C1)F)=O)C (3-(3-aminomethyl-1,2,4-oxadiazol-5-yl)-8-fluoro-5,6-dihydro-5-methyl-4H-imidazo[1,5-a][1,4]benzodiazepin-6-one), C(C)N(C(C)C)C(C)C (N-ethyldiisopropylamine), C(C#C)Br (propargyl bromide), C(Cl)Cl (methylene chloride). Conditions: time 19 hour. Product: Cl.C(C#C)C(C1=NOC(=N1)C=1N=CN2C1CN(C(C1=C2C=CC(=C1)F)=O)C)(N)CC#C (3-[3-[bis-(prop-2-ynyl)-aminomethyl]-1,2,4-oxadiazol-5-yl]-8-fluoro-5-methyl-5,6-dihydro-4H-imidazo[1,5-a][1,4]benzodiazepin-6-one hydrochloride). The yield is 45.0%. Reaction SMILES: [NH2:1][CH2:2][C:3]1[N:7]=[C:6]([C:8]2[N:9]=[CH:10][N:11]3[C:17]4[CH:18]=[CH:19][C:20]([F:22])=[CH:21][C:16]=4[C:15](=[O:23])[N:14]([CH3:24])[CH2:13][C:12]=23)[O:5][N:4]=1.C(N(C(C)C)[CH:28]([CH3:30])[CH3:29])C.[CH2:34](Br)[C:35]#[CH:36].C(Cl)[Cl:39]>>[ClH:39].[CH2:30]([C:2]([CH2:36][C:35]#[CH:34])([NH2:1])[C:3]1[N:7]=[C:6]([C:8]2[N:9]=[CH:10][N:11]3[C:17]4[CH:18]=[CH:19][C:20]([F:22])=[CH:21][C:16]=4[C:15](=[O:23])[N:14]([CH3:24])[CH2:13][C:12]=23)[O:5][N:4]=1)[C:28]#[CH:29] |f:4.5|. Reported procedure: 328 mg (1.0 mmol) of 3-(3-aminomethyl-1,2,4-oxadiazol-5-yl)-8-fluoro-5,6-dihydro-5-methyl-4H-imidazo[1,5-a][1,4]benzodiazepin-6-one in 6 ml of methylene chloride were treated under argon with 1.2 ml (7.0 mmol) of N-ethyldiisopropylamine and 0.65 ml (6.0 mmol) of propargyl bromide (80% in toluene) and the mixture was stirred at room temperature under argon for 19 hrs. The solution was washed with 10 ml of water and evaporated, and the crude product was purified by chromatography on 15 g of silica...